From a dataset of the Open Reaction Database (ORD), a public repository of structured organic reaction records. describe an organic reaction: reactants, conditions, products, and yield Reactants: Cc1cc(OCc2ccc(F)cc2F)c(Br)c(=O)[nH]1, O=C([O-])[O-], CC#N, ClCCN1CCOCC1, [Cs+], [Cs+], O. Product: Cc1cc(OCc2ccc(F)cc2F)c(Br)c(=O)n1CCN1CCOCC1. RXN SMILES: [Br:1][c:2]1[c:3](=[O:19])[nH:4][c:5]([CH3:18])[cH:6][c:7]1[O:8][CH2:9][c:10]1[c:11]([F:17])[cH:12][c:13]([F:16])[cH:14][cH:15]1.[C:20](=[O:21])([O-:22])[O-:23].[CH3:36][C:37]#[N:38].[Cl:26][CH2:27][CH2:28][N:29]1[CH2:30][CH2:31][O:32][CH2:33][CH2:34]1.[Cs+:24].[Cs+:25].[OH2:35]>>[Br:1][c:2]1[c:3](=[O:19])[n:4]([CH2:27][CH2:28][N:29]2[CH2:30][CH2:31][O:32][CH2:33][CH2:34]2)[c:5]([CH3:18])[cH:6][c:7]1[O:8][CH2:9][c:10]1[c:11]([F:17])[cH:12][c:13]([F:16])[cH:14][cH:15]1. As a reaction SMILES: [OH:1][C:2]1[C:15]2[CH2:14][CH2:13][C@H:12]3[C@H:7]([CH2:8][CH2:9][CH2:10][N:11]3[CH2:16][CH2:17][C:18]3[CH:23]=[CH:22][CH:21]=[CH:20][CH:19]=3)[C:6]=2[CH:5]=[CH:4][CH:3]=1>CO>[OH:1][C:2]1[C:15]2[CH2:14][CH2:13][CH:12]3[CH:7]([CH2:8][CH2:9][CH2:10][N:11]3[CH2:16][CH2:17][C:18]3[CH:19]=[CH:20][CH:21]=[CH:22][CH:23]=3)[C:6]=2[CH:5]=[CH:4][CH:3]=1. Procedure details: Cis-(+)-7-hydroxy-4-phenethyl-1,2,3,4,4a,5,6, 10b-octahydrobenzo[f]quinoline (hereinafter, “cis-(+)-25”) was prepared in 50% yield from 37 mg (0.12 mmole) of cis-(+)-24 by the method of forming trans-9 as described in Example 3. The melting point observed was 194° C. and [α]D (20° C.) was +6.05 (c 0.22, MeOH). The yield is 50.0%. Solvent: CO (MeOH). Reactants: OC1=CC=CC=2[C@H]3CCCN([C@H]3CCC21)CCC2=CC=CC=C2 (Cis-(+)-7-hydroxy-4-phenethyl-1,2,3,4,4a,5,6, 10b-octahydrobenzo[f]quinoline), cis-(+)-24. Yields the product OC1=CC=CC=2C3CCCN(C3CCC21)CCC2=CC=CC=C2 (7-Hydroxy-4-Phenethyl-1,2,3,4,4a,5,6,10b-Octahydrobenzo[f]Quinoline). The reactants are C(C)(=O)OCC (ethyl acetate), C(C)(=O)N1C(/C(/NC(C1)=O)=C/C1=CC=C(C=C1)OC)=O ((3z)-1-Acetyl-3-(4-methoxybenzylidene)-2,5-piperazinedione), CI (methyl iodide), C([O-])([O-])=O.[Na+].[Na+] (sodium carbonate). Solvent: CN(C)C=O (DMF). Run at time 3 day. Yields the product C(C)(=O)N1C(/C(/N(C(C1)=O)C)=C/C1=CC=C(C=C1)OC)=O ((3Z)-1-acetyl-3-(4-methoxybenzylidene)-4-methyl-2,5-piperazinedione), C(C)(=O)N1C(C(N=C(C1)OC)=CC1=CC=C(C=C1)OC)=O (1-acetyl-5-methoxy-3-(4-methoxybenzylidene)-3,6-dihydropyrazin-2-one). Isolated yield 11.8%. Reaction SMILES: [C:1]([N:4]1[CH2:9][C:8](=[O:10])[NH:7]/[C:6](=[CH:11]\[C:12]2[CH:17]=[CH:16][C:15]([O:18][CH3:19])=[CH:14][CH:13]=2)/[C:5]1=[O:20])(=[O:3])[CH3:2].CI.[C:23](=O)([O-])[O-].[Na+].[Na+].[C:29]([O:32][CH2:33][CH3:34])(=O)C>CN(C=O)C>[C:1]([N:4]1[CH2:9][C:8](=[O:10])[N:7]([CH3:23])/[C:6](=[CH:11]\[C:12]2[CH:17]=[CH:16][C:15]([O:18][CH3:19])=[CH:14][CH:13]=2)/[C:5]1=[O:20])(=[O:3])[CH3:2].[C:1]([N:4]1[CH2:34][C:33]([O:32][CH3:29])=[N:7][C:6](=[CH:11][C:12]2[CH:13]=[CH:14][C:15]([O:18][CH3:19])=[CH:16][CH:17]=2)[C:5]1=[O:20])(=[O:3])[CH3:2] |f:2.3.4|. Reported procedure: A mixture of (3Z)-1-Acetyl-3-(4-methoxybenzylidene)-2,5-piperazinedione (9) (2.0 g, 7.3 mmol), methyl iodide (0.46 ml, 7.3 mmol), and sodium carbonate (800 mg, 7.5 mmol) in dry DMF (50 ml) was stirred under an atmosphere of dry nitrogen for 3 days. The reaction mixture was then poured into ethyl acetate (500 ml) and washed with water (4×100 ml) and brine. The organic phase was separated, dried (MgSO4), and the solvent removed in vacuo. The residue was purified by flash chromatography (silica, Et... Reactants: C1(=C(C=CC=C1)N)N (1,2-phenylene diamine), CC1=C(C(=O)O)C(=CC(=C1)C)C (2,4,6-trimethylbenzoic acid). Solvent: O (water). Conditions: temperature 150 celsius. Yields the product C1(=C(C(=CC(=C1)C)C)C=1NC2=C(N1)C=CC=C2)C (2-Mesitylbenzimidazole), light brown powder. The yield is 85.0%. As a reaction SMILES: [C:1]1([NH2:8])[CH:6]=[CH:5][CH:4]=[CH:3][C:2]=1[NH2:7].[CH3:9][C:10]1[CH:18]=[C:17]([CH3:19])[CH:16]=[C:15]([CH3:20])[C:11]=1[C:12](O)=O>O>[C:10]1([CH3:9])[CH:18]=[C:17]([CH3:19])[CH:16]=[C:15]([CH3:20])[C:11]=1[C:12]1[NH:7][C:2]2[CH:3]=[CH:4][CH:5]=[CH:6][C:1]=2[N:8]=1. Reported procedure: 2-Mesitylbenzimidazole was synthesized by dissolving 1.5 g 1,2-phenylene diamine (14 mmol) in 40 g of PPA at 120° C. To this solution, 2.1 g of 2,4,6-trimethylbenzoic acid (13 mmol) was added and the temperature was increased to 150° C. After 16 h the solution was cooled to 60° C. and poured into water forming an off-white precipitate. The precipitate was separated by filtration and washed thoroughly with water, yielding 2.6 g of light brown powder (85% yield). The reactants are IC=1C=C(C=CC1)C(C)N(C(=O)C=1C(=NN(C1)C)C(F)F)OC (3-difluoromethyl-1-methyl-1H-pyrazole-4-carboxylic acid [1-(3-iodo-phenyl)-ethyl]-methoxy-amide), ClC1=CC=C(C=C1)B(O)O (4-chloro-phenyl boronic acid), C([O-])([O-])=O.[K+].[K+] (potassium carbonate). The reagents and catalysts are C(C)(=O)[O-].[Pd+2].C(C)(=O)[O-] (palladium acetate). Solvent: C(C)O (ethanol), O (water). Reaction conditions: time 18 hour. The product is ClC1=CC=C(C=C1)C1=CC(=CC=C1)C(C)N(C(=O)C=1C(=NN(C1)C)C(F)F)OC (3-Difluoromethyl-1-methyl-1H-pyrazole-4-carboxylic acid [1-(4′ chloro-biphenyl-3-yl)-ethyl]-methoxy-amide). The yield is 46.6%. As a reaction SMILES: I[C:2]1[CH:3]=[C:4]([CH:8]([N:10]([O:22][CH3:23])[C:11]([C:13]2[C:14]([CH:19]([F:21])[F:20])=[N:15][N:16]([CH3:18])[CH:17]=2)=[O:12])[CH3:9])[CH:5]=[CH:6][CH:7]=1.[Cl:24][C:25]1[CH:30]=[CH:29][C:28](B(O)O)=[CH:27][CH:26]=1.C(=O)([O-])[O-].[K+].[K+]>C(O)C.O.C([O-])(=O)C.[Pd+2].C([O-])(=O)C>[Cl:24][C:25]1[CH:30]=[CH:29][C:28]([C:2]2[CH:7]=[CH:6][CH:5]=[C:4]([CH:8]([N:10]([O:22][CH3:23])[C:11]([C:13]3[C:14]([CH:19]([F:21])[F:20])=[N:15][N:16]([CH3:18])[CH:17]=3)=[O:12])[CH3:9])[CH:3]=2)=[CH:27][CH:26]=1 |f:2.3.4,7.8.9|. Procedure details: To a stirred solution of 3-difluoromethyl-1-methyl-1H-pyrazole-4-carboxylic acid [1-(3-iodo-phenyl)-ethyl]-methoxy-amide (0.2 g, 0.46 mmol), prepared as described in example P2, in a mixture of ethanol (12 ml) and water (4 ml) was added, 4-chloro-phenyl boronic acid (0.079 g, 0.5 mmol) followed by palladium acetate (0.052 g, 0.23 mmol) and potassium carbonate (0.19 g, 1.38 mmol). It was stirred for 18 hours at ambient temperature. Reaction mass was filtered on celite bed then diluted with water ... The reactants are O1C2=C(C=CC=3C[C@@H]4[C@@H]5[C@H](C([C@H]([C@H]1[C@@]5(C23)CCN4C)O)(C)C)C)OC (4,5α-Epoxy-3-methoxy-7,7,8β,17-tetramethyl-morphinan-6β-ol), TEA, CS(=O)C (DMSO), FC(C(=O)OC(C(F)(F)F)=O)(F)F (trifluoroacetic anhydride). The solvent is C(Cl)Cl (CH2Cl2), C(Cl)Cl (methylene chloride). The product is O1C2=C(C=CC=3C[C@@H]4[C@@H]5[C@H](C(C([C@H]1[C@@]5(C23)CCN4C)=O)(C)C)C)OC (4,5α-Epoxy-3-methoxy-7,7,8β,17-tetramethyl-morphinan-6-one). The yield is 69.4%. Reaction SMILES: [O:1]1[C@@H:13]2[C@@:14]34[CH2:16][CH2:17][N:18]([CH3:19])[C@@H:8]([C@@H:9]3[C@@H:10]([CH3:23])[C:11]([CH3:22])([CH3:21])[C@H:12]2[OH:20])[CH2:7][C:6]2=[C:15]4[C:2]1=[C:3]([O:24][CH3:25])[CH:4]=[CH:5]2.CS(C)=O.FC(F)(F)C(OC(=O)C(F)(F)F)=O>C(Cl)Cl>[O:1]1[C@@H:13]2[C@@:14]34[CH2:16][CH2:17][N:18]([CH3:19])[C@@H:8]([C@@H:9]3[C@@H:10]([CH3:23])[C:11]([CH3:22])([CH3:21])[C:12]2=[O:20])[CH2:7][C:6]2=[C:15]4[C:2]1=[C:3]([O:24][CH3:25])[CH:4]=[CH:5]2. Procedure: Compound 6b (710 mg, 2 mmole) in CH2Cl2 (10 ml) was oxidized using DMSO (0.35 ml. 5 mmole) and trifluoroacetic anhydride (0.70 ml, 3.75 mmole) in methylene chloride (CH2Cl2) (8 ml) at -65° as described above. After the addition of TEA (1 ml), workup gave a residue which was purified by chromatography to give 474 mg (67%) of 7b as a glass whose structure was confirmed by NMR. This material was converted to the HCl salt which crystallized from methanol-ethyl acetate (MeOH-EtOAc) to give analytical... Starting materials: CCOC(C)=O, CC(C)c1ncc[nH]1, CO[Si](C)(CN=C=O)OC. Product: CO[Si](C)(CNC(=O)n1ccnc1C(C)C)OC. RXN SMILES: [CH3:19][CH2:20][O:21][C:22](=[O:23])[CH3:24].[CH:1]([CH3:2])([CH3:3])[c:4]1[nH:5][cH:6][cH:7][n:8]1.[N:9](=[C:10]=[O:11])[CH2:12][Si:13]([CH3:14])([O:15][CH3:16])[O:17][CH3:18]>>[CH:1]([CH3:2])([CH3:3])[c:4]1[n:5]([C:10]([NH:9][CH2:12][Si:13]([CH3:14])([O:15][CH3:16])[O:17][CH3:18])=[O:11])[cH:6][cH:7][n:8]1.